This data is from the Open Reaction Database (ORD), a public repository of structured organic reaction records. The task is: describe an organic reaction: reactants, conditions, products, and yield Reactants: C(C1=CC=CC=C1)OC1=C(C(=O)OC)C=C(C=C1)CCOCOC (methyl 2-benzyloxy-5-(2-methoxymethoxyethyl)benzoate), [OH-].[Na+] (sodium hydroxide), Cl (hydrochloric acid). Solvent: CO (methanol). Run at temperature 0 celsius. Product: C(C1=CC=CC=C1)OC1=C(C(=O)O)C=C(C=C1)CCOCOC (2-benzyloxy-5-(2methoxymethoxyethyl)benzoic acid). Yield: 95.9%. Reaction SMILES: [CH2:1]([O:8][C:9]1[CH:18]=[CH:17][C:16]([CH2:19][CH2:20][O:21][CH2:22][O:23][CH3:24])=[CH:15][C:10]=1[C:11]([O:13]C)=[O:12])[C:2]1[CH:7]=[CH:6][CH:5]=[CH:4][CH:3]=1.[OH-].[Na+].Cl>CO>[CH2:1]([O:8][C:9]1[CH:18]=[CH:17][C:16]([CH2:19][CH2:20][O:21][CH2:22][O:23][CH3:24])=[CH:15][C:10]=1[C:11]([OH:13])=[O:12])[C:2]1[CH:7]=[CH:6][CH:5]=[CH:4][CH:3]=1 |f:1.2|. Reported procedure: To a solution of methyl 2-benzyloxy-5-(2-methoxymethoxyethyl)benzoate (1.34 g) in methanol (15 ml) was added 2N aqueous sodium hydroxide solution (4.0 ml), and the mixture was heated under reflux for 40 minutes with stirring. After the reaction mixture was cooled to 0° C. 2N hydrochloric acid (5.0 ml) was added and the resulting mixture was extracted with dichloromethane. The extract was washed with brine and dried over anhydrous magnesium sulfate. After the solvent was removed under reduced pre... Starting materials: C[P+](C)(C)CC#N, CCC#N, CCN(C(C)C)C(C)C, [I-], N#Cc1ccc(N2CCNCC2)nc1, O=C1Nc2cc(CO)cnc2N2CCSCC12. Yields the product N#Cc1ccc(N2CCN(Cc3cnc4c(c3)NC(=O)C3CSCCN43)CC2)nc1. Reaction SMILES: [C:19]([CH2:20][P+:21]([CH3:22])([CH3:23])[CH3:24])#[N:25].[C:49](#[N:50])[CH2:51][CH3:52].[CH2:26]([N:27]([CH:28]([CH3:29])[CH3:30])[CH:31]([CH3:32])[CH3:33])[CH3:34].[I-:18].[N:35]1([c:41]2[n:42][cH:43][c:44]([C:45]#[N:46])[cH:47][cH:48]2)[CH2:36][CH2:37][NH:38][CH2:39][CH2:40]1.[OH:1][CH2:2][c:3]1[cH:4][c:5]2[c:10]([n:11][cH:12]1)[N:9]1[CH:8]([C:7](=[O:17])[NH:6]2)[CH2:16][S:15][CH2:14][CH2:13]1>>[CH2:2]([c:3]1[cH:4][c:5]2[c:10]([n:11][cH:12]1)[N:9]1[CH:8]([C:7](=[O:17])[NH:6]2)[CH2:16][S:15][CH2:14][CH2:13]1)[N:38]1[CH2:37][CH2:36][N:35]([c:41]2[n:42][cH:43][c:44]([C:45]#[N:46])[cH:47][cH:48]2)[CH2:40][CH2:39]1. Reactants: FC=1C=C(C=CC1)I (3-fluoroiodobenzene), C1(CCC1)N (cyclobutylamine), CC(C)([O-])C.[Na+] (sodium tert-butoxide). The reagents and catalysts are C=1C=CC(=CC1)/C=C/C(=O)/C=C/C2=CC=CC=C2.C=1C=CC(=CC1)/C=C/C(=O)/C=C/C2=CC=CC=C2.C=1C=CC(=CC1)/C=C/C(=O)/C=C/C2=CC=CC=C2.[Pd].[Pd] (Pd2(dba)3), CC1(C2=C(C(=CC=C2)P(C3=CC=CC=C3)C4=CC=CC=C4)OC5=C(C=CC=C51)P(C6=CC=CC=C6)C7=CC=CC=C7)C (XantPhos). Solvent: C1(=CC=CC=C1)C (toluene). Run at temperature 120 celsius. The product is C1(CCC1)NC1=CC(=CC=C1)F (cyclobutyl-(3-fluoro-phenyl)-amine). Yield: 71.2%. As a reaction SMILES: [F:1][C:2]1[CH:3]=[C:4](I)[CH:5]=[CH:6][CH:7]=1.[CH:9]1([NH2:13])[CH2:12][CH2:11][CH2:10]1.CC(C)([O-])C.[Na+]>C1(C)C=CC=CC=1.C1C=CC(/C=C/C(/C=C/C2C=CC=CC=2)=O)=CC=1.C1C=CC(/C=C/C(/C=C/C2C=CC=CC=2)=O)=CC=1.C1C=CC(/C=C/C(/C=C/C2C=CC=CC=2)=O)=CC=1.[Pd].[Pd].CC1(C)C2C(=C(P(C3C=CC=CC=3)C3C=CC=CC=3)C=CC=2)OC2C(P(C3C=CC=CC=3)C3C=CC=CC=3)=CC=CC1=2>[CH:9]1([NH:13][C:4]2[CH:5]=[CH:6][CH:7]=[C:2]([F:1])[CH:3]=2)[CH2:12][CH2:11][CH2:10]1 |f:2.3,5.6.7.8.9|. Procedure details: A mixture of 3-fluoroiodobenzene (1.0 g, 4.5 mmol), cyclobutylamine (320 μL, 3.8 mmol), Pd2(dba)3 (34 mg, 38 μmol), XantPhos (54 mg, 94 μmol), and sodium tert-butoxide (541 mg, 5.6 mmol) in toluene (10 mL) was degassed with nitrogen then heated at 120° C. for 30 minutes in a microwave reactor. Saturated aqueous NaHCO3 was added and then extracted with EtOAc, washed with brine, dried with Na2SO4, concentrated and purified by silica gel column chromatography (0-50% DCM in cyclohexane) to give cycl...